Dataset: the Open Reaction Database (ORD), a public repository of structured organic reaction records. Task: describe an organic reaction: reactants, conditions, products, and yield Starting materials: COc1cc(C=O)ccc1OCc1ccccc1, CC(C)NO. Yields the product COc1cc(C=[N+]([O-])C(C)C)ccc1OCc1ccccc1. As a reaction SMILES: [CH2:1]([c:2]1[cH:3][cH:4][cH:5][cH:6][cH:7]1)[O:8][c:9]1[c:10]([O:17][CH3:18])[cH:11][c:12]([CH:13]=[O:14])[cH:15][cH:16]1.[CH:19]([CH3:20])([CH3:21])[NH:22][OH:23]>>[CH2:1]([c:2]1[cH:3][cH:4][cH:5][cH:6][cH:7]1)[O:8][c:9]1[c:10]([O:17][CH3:18])[cH:11][c:12]([CH:13]=[N+:22]([CH:19]([CH3:20])[CH3:21])[O-:23])[cH:15][cH:16]1.